describe an organic reaction: reactants, conditions, products, and yield From a dataset of the Open Reaction Database (ORD), a public repository of structured organic reaction records. Starting materials: CC(C)(C)c1ccc(C=CC(=O)Nc2ccc3ccn(CCO[Si](C)(C)C(C)(C)C)c3c2)cc1, CC(C)(C)[Si](C)(C)OCCn1ccc2ccc(N)cc21. Yields the product CC(C)(C)c1ccc(C=CC(=O)Nc2ccc3ccn(CCO)c3c2)cc1. RXN SMILES: [C:1]([CH3:2])([CH3:3])([CH3:4])[c:5]1[cH:6][cH:7][c:8]([CH:11]=[CH:12][C:13](=[O:14])[NH:15][c:16]2[cH:17][cH:18][c:19]3[cH:20][cH:21][n:22]([CH2:25][CH2:26][O:27][Si:28]([CH3:29])([CH3:30])[C:31]([CH3:32])([CH3:33])[CH3:34])[c:23]3[cH:24]2)[cH:9][cH:10]1.[CH3:35][Si:36]([CH3:37])([O:38][CH2:39][CH2:40][n:41]1[c:42]2[c:43]([cH:44][cH:45][c:46]([NH2:47])[cH:48]2)[cH:49][cH:50]1)[C:51]([CH3:52])([CH3:53])[CH3:54]>>[C:1]([CH3:2])([CH3:3])([CH3:4])[c:5]1[cH:6][cH:7][c:8]([CH:11]=[CH:12][C:13](=[O:14])[NH:15][c:16]2[cH:17][cH:18][c:19]3[cH:20][cH:21][n:22]([CH2:25][CH2:26][OH:27])[c:23]3[cH:24]2)[cH:9][cH:10]1. The solvent is O (Water), O1CCCC1 (tetrahydrofuran), O (water). Conditions: temperature -65 celsius, time 8 hour. Reaction SMILES: [C:1]1([CH:7]([C:17]2[CH:22]=[CH:21][CH:20]=[CH:19][CH:18]=2)[CH:8]2[C:13](=[O:14])[CH:12]3[CH2:15][CH2:16][N:9]2[CH2:10][CH2:11]3)[CH:6]=[CH:5][CH:4]=[CH:3][CH:2]=1.[H-].[Al+3].[Li+].[H-].[H-].[H-].[OH-].[Na+].S([O-])([O-])(=O)=O.[Mg+2]>O1CCCC1.O>[C:17]1([CH:7]([C:1]2[CH:6]=[CH:5][CH:4]=[CH:3][CH:2]=2)[CH:8]2[CH:13]([OH:14])[CH:12]3[CH2:15][CH2:16][N:9]2[CH2:10][CH2:11]3)[CH:18]=[CH:19][CH:20]=[CH:21][CH:22]=1 |f:1.2.3.4.5.6,7.8,9.10|. The product is C1(=CC=CC=C1)C(C1N2CCC(C1O)CC2)C2=CC=CC=C2 (2-(Diphenylmethyl)-1-azabicyclo[2.2.2]octan-3-ol). Reported procedure: 2-(Diphenylmethyl)-1-azabicyclo[2.2.2]octan-3-one (18.9 g) was dissolved in tetrahydrofuran (350 ml), anhydrous) and cooled to -65° C. under nitrogen. Lithium aluminium hydride (1.0 M solution in THF, 40 ml) was added dropwise to the solution which was stirred at room temperature overnight. Water (2 ml) followed by sodium hydroxide (15% 2 ml) and water (6 ml) were added dropwise to the solution resulting in precipitation of the inorganic salts. Magnesium sulfate (2 g) was added and the mixture f... Starting materials: [H-].[Al+3].[Li+].[H-].[H-].[H-] (Lithium aluminium hydride), S(=O)(=O)([O-])[O-].[Mg+2] (Magnesium sulfate), C1(=CC=CC=C1)C(C1N2CCC(C1=O)CC2)C2=CC=CC=C2 (2-(Diphenylmethyl)-1-azabicyclo[2.2.2]octan-3-one), [OH-].[Na+] (sodium hydroxide). Starting materials: [BH3-]C#N, CCC1(C)CN(Cc2ccccc2)CCC1=O, CO, CN, Cl, [K+], [Na+], [OH-]. Yields the product CCC1(C)CN(Cc2ccccc2)CCC1NC. RXN SMILES: [C:23](#[N:24])[BH3-:25].[CH2:6]([c:7]1[cH:8][cH:9][cH:10][cH:11][cH:12]1)[N:13]1[CH2:14][C:15]([CH3:20])([CH2:21][CH3:22])[C:16](=[O:19])[CH2:17][CH2:18]1.[CH3:27][OH:28].[CH3:4][NH2:5].[ClH:3].[K+:2].[Na+:26].[OH-:1]>>[CH2:6]([c:7]1[cH:8][cH:9][cH:10][cH:11][cH:12]1)[N:13]1[CH2:14][C:15]([CH3:20])([CH2:21][CH3:22])[CH:16]([NH:24][CH3:23])[CH2:17][CH2:18]1. Reactants: O (water), COC(C(C#N)=C1C(NC2=CC=C(C=C12)Cl)=O)=O ((5-chloro-2-oxo-1,2-dihydro-indol-3-ylidene)-cyanoacetic acid methyl ester), intermediate 1, [C-]#N.[K+] (potassium cyanide). Solvent: CO (methanol). Run at time 7 hour. Yields the product COC(C(C#N)C1(C(NC2=CC=C(C=C12)Cl)=O)C#N)=O ((5-chloro-3-cyano-2-oxo-2,3-dihydro-1H-indol-3-yl)-cyanoacetic acid methyl ester). Yield: 86.0%. Reaction SMILES: [CH3:1][O:2][C:3](=[O:18])[C:4](=[C:7]1[C:15]2[C:10](=[CH:11][CH:12]=[C:13]([Cl:16])[CH:14]=2)[NH:9][C:8]1=[O:17])[C:5]#[N:6].[C-:19]#[N:20].[K+].O>CO>[CH3:1][O:2][C:3](=[O:18])[CH:4]([C:7]1([C:19]#[N:20])[C:15]2[C:10](=[CH:11][CH:12]=[C:13]([Cl:16])[CH:14]=2)[NH:9][C:8]1=[O:17])[C:5]#[N:6] |f:1.2|. Reported procedure: A stirred suspension of crude (5-chloro-2-oxo-1,2-dihydro-indol-3-ylidene)-cyanoacetic acid methyl ester, intermediate 1 (56.0 g, 0.21 mol) in methanol (750 ml) was treated, in portions, with potassium cyanide (13.8 g, 0.21 mol) followed by water (45 ml). The mixture was stirred at ambient temperature for 7 hours and the resultant black solution was left to stand overnight. The solvent was removed in vacuo, water (500 ml) was added and the mixture acidified by the addition of 2M hydrochloric aci... Isolated yield 89.5%. The solvent is ClCCl (dichloromethane). Yields the product [N+](=O)([O-])C1=CC=C(C=C1)OC(\C=C\C=C(\C=1C=NC=CC1)/C1=CC=C(C=C1)OC)=O ((E,E)-5-(4-methoxyphenyl)-5-(3-Pyridinyl)-2,4-pentadienoic acid 4-nitrophenyl ester). Reaction conditions: time 18 hour. Procedure details: As in Example 115, (2E,4Z)-5-(4-methoxyphenyl)-5-(3-pyridinyl) -2,4-pentadienoic acid (5.7 g) and 4-nitrophenol (3.06 g) in 80 mL of dichloromethane was treated with 1,3-dicyclohexylcarbodiimide (4.2 g) and the mixture was stirred at room temperature for 18 hours. After the usual work up. the ester was crystallized from 2-propanol to give 7.3 g of (E,E)-5-(4-methoxyphenyl)-5-(3-Pyridinyl)-2,4-pentadienoic acid 4-nitrophenyl ester 129.5°-131° C. The analytical specimen was obtained from the same ... Reaction SMILES: [CH3:1][O:2][C:3]1[CH:8]=[CH:7][C:6](/[C:9](/[C:16]2[CH:17]=[N:18][CH:19]=[CH:20][CH:21]=2)=[CH:10]/[CH:11]=[CH:12]/[C:13]([OH:15])=[O:14])=[CH:5][CH:4]=1.[N+:22]([C:25]1[CH:30]=[CH:29][C:28](O)=[CH:27][CH:26]=1)([O-:24])=[O:23].C1(N=C=NC2CCCCC2)CCCCC1>ClCCl>[N+:22]([C:25]1[CH:30]=[CH:29][C:28]([O:14][C:13](=[O:15])/[CH:12]=[CH:11]/[CH:10]=[C:9](\[C:6]2[CH:5]=[CH:4][C:3]([O:2][CH3:1])=[CH:8][CH:7]=2)/[C:16]2[CH:17]=[N:18][CH:19]=[CH:20][CH:21]=2)=[CH:27][CH:26]=1)([O-:24])=[O:23]. Starting materials: COC1=CC=C(C=C1)/C(=C/C=C/C(=O)O)/C=1C=NC=CC1 ((2E,4Z)-5-(4-methoxyphenyl)-5-(3-pyridinyl) -2,4-pentadienoic acid), [N+](=O)([O-])C1=CC=C(C=C1)O (4-nitrophenol), C1(CCCCC1)N=C=NC1CCCCC1 (1,3-dicyclohexylcarbodiimide). Starting materials: O=C1CCC(=O)N1Cl, CN(C)C=O, CCn1ccc2cnc(NC(=O)c3ccc(C(C)(O)CO)cc3)cc21. The product is CCn1cc(Cl)c2cnc(NC(=O)c3ccc(C(C)(O)CO)cc3)cc21. RXN SMILES: [Cl:26][N:27]1[C:28](=[O:29])[CH2:30][CH2:31][C:32]1=[O:33].[O:34]=[CH:35][N:36]([CH3:37])[CH3:38].[OH:1][CH2:2][C:3]([CH3:4])([OH:5])[c:6]1[cH:7][cH:8][c:9]([C:10](=[O:11])[NH:12][c:13]2[cH:14][c:15]3[c:16]([cH:17][n:18]2)[cH:19][cH:20][n:21]3[CH2:22][CH3:23])[cH:24][cH:25]1>>[OH:1][CH2:2][C:3]([CH3:4])([OH:5])[c:6]1[cH:7][cH:8][c:9]([C:10](=[O:11])[NH:12][c:13]2[cH:14][c:15]3[c:16]([cH:17][n:18]2)[c:19]([Cl:26])[cH:20][n:21]3[CH2:22][CH3:23])[cH:24][cH:25]1. The reactants are CCO, CCCCCC1=C(C)C(F)CC1=O, [K+], [K+], [K+], O=P([O-])([O-])[O-]. Yields the product CCCCCC1=C(C)C(O)(F)CC1=O. As a reaction SMILES: [CH3:22][CH2:23][OH:24].[F:1][CH:2]1[C:3]([CH3:13])=[C:4]([CH2:8][CH2:9][CH2:10][CH2:11][CH3:12])[C:5](=[O:7])[CH2:6]1.[K+:19].[K+:20].[K+:21].[P:14](=[O:15])([O-:16])([O-:17])[O-:18]>>[F:1][C:2]1([OH:15])[C:3]([CH3:13])=[C:4]([CH2:8][CH2:9][CH2:10][CH2:11][CH3:12])[C:5](=[O:7])[CH2:6]1.